Task: describe an organic reaction: reactants, conditions, products, and yield. Dataset: the Open Reaction Database (ORD), a public repository of structured organic reaction records The reactants are [Cl-], CN1CCC(Cl)CC1, O=C(c1ccccc1)c1ccccc1F, [Mg], [NH4+], C1CCOC1, O. Yields the product CN1CCC(C(O)(c2ccccc2)c2ccccc2F)CC1. Reaction SMILES: [Cl-:25].[Cl:1][CH:2]1[CH2:3][CH2:4][N:5]([CH3:8])[CH2:6][CH2:7]1.[F:10][c:11]1[c:12]([C:17](=[O:18])[c:19]2[cH:20][cH:21][cH:22][cH:23][cH:24]2)[cH:13][cH:14][cH:15][cH:16]1.[Mg:9].[NH4+:26].[O:28]1[CH2:29][CH2:30][CH2:31][CH2:32]1.[OH2:27]>>[CH:2]1([C:17]([c:12]2[c:11]([F:10])[cH:16][cH:15][cH:14][cH:13]2)([OH:18])[c:19]2[cH:20][cH:21][cH:22][cH:23][cH:24]2)[CH2:3][CH2:4][N:5]([CH3:8])[CH2:6][CH2:7]1. Starting materials: [H-].[Na+] (Sodium hydride), C(=O)C1=C(N(C2=CC=CC=C12)CC1=CC(=CC=C1)C(F)(F)F)C(=O)OCC (ethyl 3-formyl-1-[3-(trifluoromethyl)benzyl]-1H-indole-2-carboxylate), [Br-].C1(=CC=CC=C1)[P+](C1CC1)(C1=CC=CC=C1)C1=CC=CC=C1 (Triphenyl-cyclopropylphosphonium bromide). Solvent: O1CCCC1 (tetrahydrofuran), O1CCCC1 (tetrahydrofuran). Conditions: temperature 0 celsius. The product is C1(CC1)=CC1=C(N(C2=CC=CC=C12)CC1=CC(=CC=C1)C(F)(F)F)C(=O)OCC (Ethyl 3-(cyclopropylidenemethyl)-1-[3-(trifluoromethyl)benzyl]-1H-indole-2-carboxylate). Reaction SMILES: [H-].[Na+].[Br-].C1([P+](C2C=CC=CC=2)(C2C=CC=CC=2)[CH:11]2[CH2:13][CH2:12]2)C=CC=CC=1.[CH:26]([C:28]1[C:36]2[C:31](=[CH:32][CH:33]=[CH:34][CH:35]=2)[N:30]([CH2:37][C:38]2[CH:43]=[CH:42][CH:41]=[C:40]([C:44]([F:47])([F:46])[F:45])[CH:39]=2)[C:29]=1[C:48]([O:50][CH2:51][CH3:52])=[O:49])=O>O1CCCC1>[C:11]1(=[CH:26][C:28]2[C:36]3[C:31](=[CH:32][CH:33]=[CH:34][CH:35]=3)[N:30]([CH2:37][C:38]3[CH:43]=[CH:42][CH:41]=[C:40]([C:44]([F:46])([F:45])[F:47])[CH:39]=3)[C:29]=2[C:48]([O:50][CH2:51][CH3:52])=[O:49])[CH2:13][CH2:12]1 |f:0.1,2.3|. Reported procedure: Sodium hydride (60% dispersion in mineral oil, 128 mg, 3.20 mmol) was suspended in anhydrous tetrahydrofuran (10 mL) and cooled to 0° C. Triphenyl-cyclopropylphosphonium bromide (1.23 g, 3.20 mmol) was added as a solid all at once, and the mixture was allowed to stir at room temperature. Once gas evolution ceased, a tetrahydrofuran solution of ethyl 3-formyl-1-[3-(trifluoromethyl)benzyl]-1H-indole-2-carboxylate (Example 40, 1.0 g, 2.7 mmol) was added, the mixture was stirred for 15 hours, and th... The reactants are Br, COc1ccc(CCCCCCCCC(=O)O)cc1, CC(=O)O, O. Product: O=C(O)CCCCCCCCc1ccc(O)cc1. RXN SMILES: [BrH:20].[CH3:1][O:2][c:3]1[cH:4][cH:5][c:6]([CH2:9][CH2:10][CH2:11][CH2:12][CH2:13][CH2:14][CH2:15][CH2:16][C:17](=[O:18])[OH:19])[cH:7][cH:8]1.[CH3:21][C:22](=[O:23])[OH:24].[OH2:25]>>[OH:2][c:3]1[cH:4][cH:5][c:6]([CH2:9][CH2:10][CH2:11][CH2:12][CH2:13][CH2:14][CH2:15][CH2:16][C:17](=[O:18])[OH:19])[cH:7][cH:8]1. The reactants are C([O-])([O-])=O.C(C)[N+](CC)(CC)CC.C(C)[N+](CC)(CC)CC (tetra-ethylammonium carbonate), C1(=CC=CC=C1)C (toluene), C1(=CC=CC=C1)B1OC(C)(C)C(C)(C)O1 (phenyl boronic acid pinacol ester), C(C)OC(C1=C(C=C(C(=O)OCC)C(=C1)Br)Br)=O (2,5-dibromo-terephthalic acid diethylester), C1(=CC=CC=C1)C (toluene), dichloro-bis(triphenyl phosphine) palladium (II), C(Cl)Cl (DCM). Yields the product C(C)OC(C1=C(C=C(C(=O)OCC)C(=C1)C1=CC=CC=C1)C1=CC=CC=C1)=O (2,5-diphenyl-terephthalic acid diethylester). Reaction SMILES: [C:1]1(B2OC(C)(C)C(C)(C)O2)[CH:6]=[CH:5][CH:4]=[CH:3][CH:2]=1.[CH2:16]([O:18][C:19](=[O:33])[C:20]1[CH:30]=[C:29](Br)[C:23]([C:24]([O:26][CH2:27][CH3:28])=[O:25])=[CH:22][C:21]=1Br)[CH3:17].C(=O)([O-])[O-].C([N+](CC)(CC)CC)C.C([N+](CC)(CC)CC)C.C(Cl)Cl.[C:59]1(C)[CH:64]=[CH:63][CH:62]=[CH:61][CH:60]=1>>[CH2:16]([O:18][C:19](=[O:33])[C:20]1[CH:30]=[C:29]([C:59]2[CH:64]=[CH:63][CH:62]=[CH:61][CH:60]=2)[C:23]([C:24]([O:26][CH2:27][CH3:28])=[O:25])=[CH:22][C:21]=1[C:1]1[CH:2]=[CH:3][CH:4]=[CH:5][CH:6]=1)[CH3:17] |f:2.3.4|. Procedure details: To a 3 L 3-neck flask equipped with a mechanical stirrer, reflux condenser and rubber septum was added phenyl boronic acid pinacol ester 2a (128.9 g, 0.63 mol, 2 equiv.) and 2,5-dibromo-terephthalic acid diethylester 1a (120 g, 0.32 mol, 1 equiv.) as a suspension in toluene (500 mL). A further 500 mL of toluene was then added and the reaction mixture briefly stirred before degassing using a nitrogen purge for 1 hour at 40° C. After this period dichloro-bis(triphenyl phosphine) palladium (II) (0.... Starting materials: [C@@H]1([C@@H](CCCC1)N)N (trans-1,2-Cyclohexanediamine), IC=1C=C(C=C(C1)C)C (5-iodo-m-xylene), [O-]P(=O)([O-])[O-].[K+].[K+].[K+] (K3PO4). Reagents/catalysts: [Cu]I (CuI). The solvent is COCCOCCOC (2-methoxyethyl ether). Conditions: temperature 140 celsius, time 24 hour. Product: CC=1C=C(C=C(C1)C)N([C@H]1[C@@H](CCCC1)N)C1=CC(=CC(=C1)C)C (N,N-bis-(3,5-Dimethylphenyl)-1,2-trans-cyclohexanediamine). Yield: 72.1%. As a reaction SMILES: [O-]P([O-])([O-])=O.[K+].[K+].[K+].[C@@H:9]1([NH2:16])[CH2:14][CH2:13][CH2:12][CH2:11][C@H:10]1[NH2:15].I[C:18]1[CH:19]=[C:20]([CH3:25])[CH:21]=[C:22]([CH3:24])[CH:23]=1>[Cu]I.COCCOCCOC>[CH3:24][C:22]1[CH:23]=[C:18]([N:15]([C:18]2[CH:23]=[C:22]([CH3:24])[CH:21]=[C:20]([CH3:25])[CH:19]=2)[C@@H:10]2[CH2:11][CH2:12][CH2:13][CH2:14][C@H:9]2[NH2:16])[CH:19]=[C:20]([CH3:25])[CH:21]=1 |f:0.1.2.3|. Reported procedure: An oven-dried resealable Schlenk tube was charged with CuI (40 mg, 0.210 mmol), K3PO4 (1.30 g, 6.12 mmol), evacuated and backfilled with argon. trans-1,2-Cyclohexanediamine (240 μL, 2.00 mmol), 5-iodo-m-xylene (900 μL, 6.24 mmol) and 2-methoxyethyl ether (1.0 mL) were added under argon. The Schlenk tube was sealed and the reaction mixture was stirred magnetically at 140° C. for 24 h. The resulting dark brown suspension was cooled to room temperature and filtered through a 2×1 cm pad of Celite el... Starting materials: BrB(Br)Br, ClCCl, COc1cccc2nscc12. Yields the product Oc1cccc2nscc12. Reaction SMILES: [B:12]([Br:13])([Br:14])[Br:15].[CH2:16]([Cl:17])[Cl:18].[CH3:1][O:2][c:3]1[cH:4][cH:5][cH:6][c:7]2[c:8]1[cH:9][s:10][n:11]2>>[OH:2][c:3]1[cH:4][cH:5][cH:6][c:7]2[c:8]1[cH:9][s:10][n:11]2. The reactants are CCOC(C)=O, CNS(=O)(=O)c1c(Cl)ccc([N+](=O)[O-])c1O. Product: CNS(=O)(=O)c1c(Cl)ccc(N)c1O. Reaction SMILES: [CH3:17][CH2:18][O:19][C:20](=[O:21])[CH3:22].[CH3:1][NH:2][S:3](=[O:4])(=[O:5])[c:6]1[c:7]([OH:16])[c:8]([N+:13]([O-:14])=[O:15])[cH:9][cH:10][c:11]1[Cl:12]>>[CH3:1][NH:2][S:3](=[O:4])(=[O:5])[c:6]1[c:7]([OH:16])[c:8]([NH2:13])[cH:9][cH:10][c:11]1[Cl:12].